Dataset: the Open Reaction Database (ORD), a public repository of structured organic reaction records. Task: describe an organic reaction: reactants, conditions, products, and yield Starting materials: C(C)(=O)NC1=C(C=C(C(=C1)Cl)[N+](=O)[O-])OC (2-acetamido-4-chloro-5-nitroanisole), solution. The solvent is [OH-].[K+] (potassium hydroxide). Conditions: time 1 hour. Product: NC1=C(C=C(C(=C1)Cl)[N+](=O)[O-])OC (2-amino-4-chloro-5-nitroanisole). Reaction SMILES: C([NH:4][C:5]1[CH:10]=[C:9]([Cl:11])[C:8]([N+:12]([O-:14])=[O:13])=[CH:7][C:6]=1[O:15][CH3:16])(=O)C>[OH-].[K+]>[NH2:4][C:5]1[CH:10]=[C:9]([Cl:11])[C:8]([N+:12]([O-:14])=[O:13])=[CH:7][C:6]=1[O:15][CH3:16] |f:1.2|. Procedure: 0.5 mol (99.5 g) of 2-acetamido-4-chloro-5-nitroanisole and 125 ml of a solution of potassium hydroxide (140 g of KOH/100 ml of water) are introduced into a 500 ml flask; the mixture is brought to between 100° and 110° C. for one hour and three quarters; the product is dried without heating and washed with water.